describe an organic reaction: reactants, conditions, products, and yield From a dataset of the Open Reaction Database (ORD), a public repository of structured organic reaction records. The reactants are C(=O)C1=CC=C(C(=O)OC)C=C1 (methyl 4-formylbenzoate), C1(=CC=C(C=C1)S(=O)(=O)CN=C=O)C (p-toluenesulfonylmethylisocyanate). The product is O1C=NC=C1C1=CC=C(C(=O)OC)C=C1 (Methyl 4-(1,3-oxazol-5-yl)benzoate). The yield is 86.7%. Reaction SMILES: [CH:1]([C:3]1[CH:12]=[CH:11][C:6]([C:7]([O:9][CH3:10])=[O:8])=[CH:5][CH:4]=1)=[O:2].C1(C)C=CC(S([CH2:22][N:23]=[C:24]=O)(=O)=O)=CC=1>>[O:2]1[C:1]([C:3]2[CH:12]=[CH:11][C:6]([C:7]([O:9][CH3:10])=[O:8])=[CH:5][CH:4]=2)=[CH:24][N:23]=[CH:22]1. Procedure details: The procedure of Example 1 was repeated, except that methyl 4-formylbenzoate (4.92 g) and p-toluenesulfonylmethylisocyanate (7.03 g) were used, to thereby yield the title compound (5.28 g). The reactants are C(C)(C)(C)OC(=O)N1CC(C(CC1)N1C(=NC2=C1C=CC(=C2)C)C)OCC(=O)OC(C)(C)C (Racemic 3-tert-butoxycarbonylmethoxy-4-(2,5-dimethyl-benzoimidazol-1-yl)-piperidine-1-carboxylic acid tert-butyl ester), C[Mg+].[Br-] (CH3MgBr), [NH4+].[Cl-] (NH4Cl). The solvent is C1CCOC1 (THF). Run at time 1 hour. The product is OC(CO[C@@H]1CN(CC[C@H]1N1C(=NC2=C1C=CC(=C2)C)C)C(=O)OC(C)(C)C)(C)C (trans-3-[2-Hydroxy-2-methylpropoxy]-4-[2,5-dimethylbenzimidazol-1yl]-N-Boc-piperidine). RXN SMILES: [C:1]([O:5][C:6]([N:8]1[CH2:13][CH2:12][CH:11]([N:14]2[C:18]3[CH:19]=[CH:20][C:21]([CH3:23])=[CH:22][C:17]=3[N:16]=[C:15]2[CH3:24])[CH:10]([O:25]CC(OC(C)(C)C)=O)[CH2:9]1)=[O:7])([CH3:4])([CH3:3])[CH3:2].C[Mg+].[Br-].[NH4+].[Cl-]>C1COCC1>[OH:5][C:1]([CH3:4])([CH3:3])[CH2:2][O:25][C@H:10]1[C@H:11]([N:14]2[C:18]3[CH:19]=[CH:20][C:21]([CH3:23])=[CH:22][C:17]=3[N:16]=[C:15]2[CH3:24])[CH2:12][CH2:13][N:8]([C:6]([O:5][C:1]([CH3:3])([CH3:2])[CH3:4])=[O:7])[CH2:9]1 |f:1.2,3.4|. Procedure details: Racemic 3-tert-butoxycarbonylmethoxy-4-(2,5-dimethyl-benzoimidazol-1-yl)-piperidine-1-carboxylic acid tert-butyl ester (470 mg; 1.02 mmol) in THF (10 mL) was treated with CH3MgBr (1.0 M in THF; 3 mL, 3 mmol). The reaction mixture was allowed to stir for 1 h and then poured into saturated NH4Cl and extracted three times with ethyl acetate. The combined organic layers were washed with brine and dried over MgSO4. Filtration followed by removal of volatiles under reduced pressure yielded crude produ... Reactants: CC1=C(SC(=N1)C)/C=C/C(=O)N(C)C (3-dimethylamino-1-(2,4-dimethyl-thiazol-5-yl)-propenone), [N+](=O)(O)[O-].C(C)(=O)NC1=CC=C(C=C1)NC(=N)N (N-(4-acetamidophenyl)-guanidine nitrate). Yields the product CC=1SC(=C(N1)C)C1=NC(=NC=C1)NC1=CC=C(C=C1)NC(C)=O (N-{4-[4-(2,4-Dimethyl-thiazol-5-yl)-pyrimidin-2-ylamino]-phenyl}-acetamide). As a reaction SMILES: [CH3:1][C:2]1[N:6]=[C:5]([CH3:7])[S:4][C:3]=1/[CH:8]=[CH:9]/[C:10](N(C)C)=O.[N+]([O-])(O)=O.[C:19]([NH:22][C:23]1[CH:28]=[CH:27][C:26]([NH:29][C:30]([NH2:32])=[NH:31])=[CH:25][CH:24]=1)(=[O:21])[CH3:20]>>[CH3:7][C:5]1[S:4][C:3]([C:8]2[CH:9]=[CH:10][N:32]=[C:30]([NH:29][C:26]3[CH:27]=[CH:28][C:23]([NH:22][C:19](=[O:21])[CH3:20])=[CH:24][CH:25]=3)[N:31]=2)=[C:2]([CH3:1])[N:6]=1 |f:1.2|. Reported procedure: By condensation between 3-dimethylamino-1-(2,4-dimethyl-thiazol-5-yl)-propenone and N-(4-acetamidophenyl)-guanidine nitrate. Pale solid. Mp. 219-220° C. 1H-NMR (DMSO-D6) δ: 2.00 (s, 3H, CH3), 2.61 (s, 3H, CH3), 2.64 (s, 3H, CH3), 7.04 (d, 1H, J=4.9 Hz, pyrimidinyl-H), 7.48 (d, 2H, J=8.8 Hz, Ph-H), 7.64 (d, 2H, J=8.8 Hz, Ph-H), 8.47 (d, 1H, J=5.4 Hz, pyrindinyl-H), 9.58 (s, 1H, NH), 9.82 (s, 1H, NH). MS (ESI+) m/z 340.02 [M+H]+ (C17H17N5OS requires 339.42). Starting materials: ClC=1C=C(NC=2C3=C(N=CN2)NC(=C3)C=O)C=CC1 (4-(3-chloroanilino)-6-formyl-7H-pyrrolo[2,3-d] pyrimidine), CN1CCNCC1 (N-methylpiperazine). The reagents and catalysts are [Ni] (Raney nickel). Solvent: CN1CCCN(C1=O)C (DMPU), C(C)(=O)O (acetic acid), CO (methanol). Yields the product ClC=1C=C(NC=2C3=C(N=CN2)NC(=C3)CN3CCN(CC3)C)C=CC1 (4-(3-chloroanilino)-6-[(4-methylpiperazin-1-yl)methyl]-7H-pyrrolo[2,3-d]pyrimidine). As a reaction SMILES: [Cl:1][C:2]1[CH:3]=[C:4]([CH:17]=[CH:18][CH:19]=1)[NH:5][C:6]1[C:7]2[CH:14]=[C:13]([CH:15]=O)[NH:12][C:8]=2[N:9]=[CH:10][N:11]=1.[CH3:20][N:21]1[CH2:26][CH2:25][NH:24][CH2:23][CH2:22]1>CO.CN1C(=O)N(C)CCC1.C(O)(=O)C.[Ni]>[Cl:1][C:2]1[CH:3]=[C:4]([CH:17]=[CH:18][CH:19]=1)[NH:5][C:6]1[C:7]2[CH:14]=[C:13]([CH2:15][N:24]3[CH2:25][CH2:26][N:21]([CH3:20])[CH2:22][CH2:23]3)[NH:12][C:8]=2[N:9]=[CH:10][N:11]=1. Reported procedure: 136.4 mg (0.50 mmol) of 4-(3-chloroanilino)-6-formyl-7H-pyrrolo[2,3-d] pyrimidine and 67 μl of N-methylpiperazine in 5 ml of methanol, 15 ml of DMPU and 63 μl of acetic acid are hydrogenated at 50° C. in the presence of 30 mg of Raney nickel. The catalyst is filtered off, the filtrate is evaporated and the residue is dissolved in ethyl acetate and satd NaHCO3 solution. The aqueous phase separated off is extracted twice with ethyl acetate; the organic phases are washed with satd NaHCO3 solution, ... The reactants are S1C(=CC=C1)OCC(=O)OCC (ethyl 2-thienyloxyacetate), ClN1C(CCC1=O)=O (N-chlorosuccinimide). The solvent is C(C)(=O)O (acetic acid). Reaction conditions: time 1.5 hour. The product is ClC1=CC=C(S1)OCC(=O)OCC (Ethyl 5-chloro-2-thienyloxyacetate). Isolated yield 96.6%. RXN SMILES: [S:1]1[CH:5]=[CH:4][CH:3]=[C:2]1[O:6][CH2:7][C:8]([O:10][CH2:11][CH3:12])=[O:9].[Cl:13]N1C(=O)CCC1=O>C(O)(=O)C>[Cl:13][C:5]1[S:1][C:2]([O:6][CH2:7][C:8]([O:10][CH2:11][CH3:12])=[O:9])=[CH:3][CH:4]=1. Procedure details: To a solution of ethyl 2-thienyloxyacetate (1.1 g, 5.9 mmol) in acetic acid (15 mL) is added N-chlorosuccinimide (0.78 g, 5.9 mmol). The solution is stirred for 1.5 hour. After this time the solution is concentrated. The resulting oil is dissolved in ether and washed with 1N NaOH, water and sat. NaCl. The organic layer is dried over MgSO4, filtered and concentrated under vacuum. The title compound (1.26 g, 5.7 mmol) is obtained as an oil. 1H NMR (CDCl3, 300 MHz) δ6.52 (d, 1H), 6.06 (d, 1H), 4.60... Reactants: [BH4-], O=C1CCN(Cc2ccccc2)CC1Cc1ccccc1, CO, [Na+]. Yields the product OC1CCN(Cc2ccccc2)CC1Cc1ccccc1. As a reaction SMILES: [BH4-:1].[CH2:3]([c:4]1[cH:5][cH:6][cH:7][cH:8][cH:9]1)[N:10]1[CH2:11][CH:12]([CH2:17][c:18]2[cH:19][cH:20][cH:21][cH:22][cH:23]2)[C:13](=[O:16])[CH2:14][CH2:15]1.[CH3:24][OH:25].[Na+:2]>>[CH2:3]([c:4]1[cH:5][cH:6][cH:7][cH:8][cH:9]1)[N:10]1[CH2:11][CH:12]([CH2:17][c:18]2[cH:19][cH:20][cH:21][cH:22][cH:23]2)[CH:13]([OH:16])[CH2:14][CH2:15]1. The reactants are [Na].CC=1C(=NC=CC1OCC12COC(OC1)(OC2)C)CS(=O)C2=NC1=C(N2)C=CC=C1 (2-(((3-methyl-4-((1-methyl-2,6,7-trioxabicyclo[2.2.2]oct-4-yl)methoxy)pyridin-2-yl)methyl)sulfinyl)-1H-benzimidazole sodium salt), C1(CCC1)C12OCC(CO1)(CO2)CO ((1-cyclobutyl-2,6,7-trioxabicyclo[2.2.2]oct-4-yl)methanol). Yields the product [Na].C1(CCC1)C12OCC(CO1)(CO2)COC2=C(C(=NC=C2)CS(=O)C2=NC1=C(N2)C=CC=C1)C (2-(((4-((1-cyclobutyl-2,6,7-trioxabicyclo[2.2.2]oct-4-yl)methoxy)-3-methylpyridin-2-yl)methyl)sulfinyl)-1H-benzimidazole sodium salt). Isolated yield 2.3%. As a reaction SMILES: [Na:1].[CH3:2][C:3]1[C:4]([CH2:20][S:21]([C:23]2[NH:27][C:26]3[CH:28]=[CH:29][CH:30]=[CH:31][C:25]=3[N:24]=2)=[O:22])=[N:5][CH:6]=[CH:7][C:8]=1[O:9][CH2:10][C:11]12[CH2:18][O:17][C:14]([CH3:19])([O:15][CH2:16]1)[O:13][CH2:12]2.[CH:32]1(C23OCC(CO)(CO2)CO3)[CH2:35]C[CH2:33]1>>[Na:1].[CH:19]1([C:14]23[O:15][CH2:16][C:11]([CH2:10][O:9][C:8]4[CH:7]=[CH:6][N:5]=[C:4]([CH2:20][S:21]([C:23]5[NH:24][C:25]6[CH:31]=[CH:30][CH:29]=[CH:28][C:26]=6[N:27]=5)=[O:22])[C:3]=4[CH3:2])([CH2:12][O:13]2)[CH2:18][O:17]3)[CH2:35][CH2:32][CH2:33]1 |f:0.1,3.4,^1:0,45|. Procedure: The same procedure as in the steps (24b) to (24f) of Example 24 was repeated using (1-cyclobutyl-2,6,7-trioxabicyclo[2.2.2]oct-4-yl)methanol obtained in the step (38a) above to obtain the title compound (56 mg, 2.3%) as a light yellow solid.